Dataset: the Open Reaction Database (ORD), a public repository of structured organic reaction records. Task: describe an organic reaction: reactants, conditions, products, and yield The reactants are CCCC(CCC)=C(C#N)C(=O)OCc1ccccc1, C1CCC2=NCCCN2CC1, CC#N, C[N+](=O)[O-]. Product: CCCC1(CCC)CC1(C#N)C(=O)OCc1ccccc1. Reaction SMILES: [CH2:1]([c:2]1[cH:3][cH:4][cH:5][cH:6][cH:7]1)[O:8][C:9]([C:10](=[C:11]([CH2:12][CH2:13][CH3:14])[CH2:15][CH2:16][CH3:17])[C:18]#[N:19])=[O:20].[CH2:25]1[CH2:26][CH2:27][C:28]2=[N:33][CH2:32][CH2:31][CH2:30][N:29]2[CH2:34][CH2:35]1.[CH3:36][C:37]#[N:38].[N+:21]([O-:22])(=[O:23])[CH3:24]>>[CH2:1]([c:2]1[cH:3][cH:4][cH:5][cH:6][cH:7]1)[O:8][C:9]([C:10]1([C:18]#[N:19])[C:11]([CH2:12][CH2:13][CH3:14])([CH2:15][CH2:16][CH3:17])[CH2:24]1)=[O:20]. Reactants: C1CCOC1, Nc1ccc(N2CCOCC2)cc1, Cc1cc(C(=O)Nc2ccc(C(=O)c3ccc4c(c3)NC(=O)C4=CO)cc2)n(C(C)(C)C)n1. Product: Cc1cc(C(=O)Nc2ccc(C(=O)c3ccc4c(c3)NC(=O)C4=CNc3ccc(N4CCOCC4)cc3)cc2)n(C(C)(C)C)n1. Reaction SMILES: [CH2:47]1[O:48][CH2:49][CH2:50][CH2:51]1.[NH2:34][c:35]1[cH:36][cH:37][c:38]([N:41]2[CH2:42][CH2:43][O:44][CH2:45][CH2:46]2)[cH:39][cH:40]1.[OH:1][CH:2]=[C:3]1[C:4](=[O:33])[NH:5][c:6]2[cH:7][c:8]([C:12](=[O:13])[c:14]3[cH:15][cH:16][c:17]([NH:20][C:21](=[O:22])[c:23]4[n:24]([C:29]([CH3:30])([CH3:31])[CH3:32])[n:25][c:26]([CH3:28])[cH:27]4)[cH:18][cH:19]3)[cH:9][cH:10][c:11]21>>[CH:2](=[C:3]1[C:4](=[O:33])[NH:5][c:6]2[cH:7][c:8]([C:12](=[O:13])[c:14]3[cH:15][cH:16][c:17]([NH:20][C:21](=[O:22])[c:23]4[n:24]([C:29]([CH3:30])([CH3:31])[CH3:32])[n:25][c:26]([CH3:28])[cH:27]4)[cH:18][cH:19]3)[cH:9][cH:10][c:11]21)[NH:34][c:35]1[cH:36][cH:37][c:38]([N:41]2[CH2:42][CH2:43][O:44][CH2:45][CH2:46]2)[cH:39][cH:40]1. Reactants: Cc1nn(CC(O)c2ccc(OC(F)(F)F)cc2)c(=O)n1-c1ccc(N2CCN(c3ccc(O[Si](C)(C)C(C)(C)C)cc3)CC2)cc1, CCCC[N+](CCCC)(CCCC)CCCC, ClCCl, [F-], C1CCOC1, O. Product: Cc1nn(CC(O)c2ccc(OC(F)(F)F)cc2)c(=O)n1-c1ccc(N2CCN(c3ccc(O)cc3)CC2)cc1. As a reaction SMILES: [CH3:1][C:2]([Si:3]([CH3:4])([CH3:5])[O:6][c:7]1[cH:8][cH:9][c:10]([N:13]2[CH2:14][CH2:15][N:16]([c:19]3[cH:20][cH:21][c:22](-[n:25]4[c:26](=[O:45])[n:27]([CH2:31][CH:32]([c:33]5[cH:34][cH:35][c:36]([O:39][C:40]([F:41])([F:42])[F:43])[cH:37][cH:38]5)[OH:44])[n:28][c:29]4[CH3:30])[cH:23][cH:24]3)[CH2:17][CH2:18]2)[cH:11][cH:12]1)([CH3:46])[CH3:47].[CH3:49][CH2:50][CH2:51][CH2:52][N+:53]([CH2:54][CH2:55][CH2:56][CH3:57])([CH2:58][CH2:59][CH2:60][CH3:61])[CH2:62][CH2:63][CH2:64][CH3:65].[Cl:72][CH2:73][Cl:74].[F-:48].[O:66]1[CH2:67][CH2:68][CH2:69][CH2:70]1.[OH2:71]>>[OH:6][c:7]1[cH:8][cH:9][c:10]([N:13]2[CH2:14][CH2:15][N:16]([c:19]3[cH:20][cH:21][c:22](-[n:25]4[c:26](=[O:45])[n:27]([CH2:31][CH:32]([c:33]5[cH:34][cH:35][c:36]([O:39][C:40]([F:41])([F:42])[F:43])[cH:37][cH:38]5)[OH:44])[n:28][c:29]4[CH3:30])[cH:23][cH:24]3)[CH2:17][CH2:18]2)[cH:11][cH:12]1. Reactants: BrCC1=CC=C(C=C1)C(C(F)(F)F)(C(F)(F)F)O (2-(4-(Bromomethyl)phenyl)-1,1,1,3,3,3-hexafluoropropan-2-ol), CN(C1=CC=C(C=C1)N)C1CCNCC1 (N1-methyl-N1-(piperidin-4-yl)benzene-1,4-diamine), C([O-])([O-])=O.[K+].[K+] (potassium carbonate). The solvent is C(C)#N (acetonitrile). Yields the product NC1=CC=C(C=C1)N(C1CCN(CC1)CC1=CC=C(C=C1)C(C(F)(F)F)(C(F)(F)F)O)C (2-(4-((4-((4-Aminophenyl)(methyl)amino)piperidin-1-yl)methyl)phenyl)-1,1,1,3,3,3-hexafluoropropan-2-ol). Yield: 28.9%. RXN SMILES: Br[CH2:2][C:3]1[CH:8]=[CH:7][C:6]([C:9]([OH:18])([C:14]([F:17])([F:16])[F:15])[C:10]([F:13])([F:12])[F:11])=[CH:5][CH:4]=1.[CH3:19][N:20]([CH:28]1[CH2:33][CH2:32][NH:31][CH2:30][CH2:29]1)[C:21]1[CH:26]=[CH:25][C:24]([NH2:27])=[CH:23][CH:22]=1.C(=O)([O-])[O-].[K+].[K+]>C(#N)C>[NH2:27][C:24]1[CH:23]=[CH:22][C:21]([N:20]([CH3:19])[CH:28]2[CH2:33][CH2:32][N:31]([CH2:2][C:3]3[CH:8]=[CH:7][C:6]([C:9]([OH:18])([C:14]([F:17])([F:16])[F:15])[C:10]([F:13])([F:12])[F:11])=[CH:5][CH:4]=3)[CH2:30][CH2:29]2)=[CH:26][CH:25]=1 |f:2.3.4|. Procedure: 2-(4-(Bromomethyl)phenyl)-1,1,1,3,3,3-hexafluoropropan-2-ol (1.948 mmol, 0.657 g), N1-methyl-N1-(piperidin-4-yl)benzene-1,4-diamine (1.948 mmol, 0.4 g) and potassium carbonate (5.84 mmol, 0.808 g) were combined and stirred at room temperature for 1 hour in acetonitrile (50 mL). The reaction mixture was filtered and concentrated under vacuum. The residue was dissolved in ethyl acetate and washed with saturated sodium bicarbonate solution. The organic layer was separated, dried and concentrated un... Yields the product Cc1ccccc1-c1cc(C=Cc2ccccc2)ncc1N(C)C(=O)C(C)(C)c1cc(C(F)(F)F)cc(C(F)(F)F)c1. Reactants: CO, Cc1ccccc1-c1cc(C#Cc2ccccc2)ncc1N(C)C(=O)C(C)(C)c1cc(C(F)(F)F)cc(C(F)(F)F)c1, [H][H], NCCN. As a reaction SMILES: [CH3:49][OH:50].[F:1][C:2]([c:3]1[cH:4][c:5]([C:13]([C:14](=[O:15])[N:16]([c:17]2[cH:18][n:19][c:20]([C:30]#[C:31][c:32]3[cH:33][cH:34][cH:35][cH:36][cH:37]3)[cH:21][c:22]2-[c:23]2[c:24]([CH3:29])[cH:25][cH:26][cH:27][cH:28]2)[CH3:38])([CH3:39])[CH3:40])[cH:6][c:7]([C:9]([F:10])([F:11])[F:12])[cH:8]1)([F:41])[F:42].[H:47][H:48].[NH2:43][CH2:44][CH2:45][NH2:46]>>[F:1][C:2]([c:3]1[cH:4][c:5]([C:13]([C:14](=[O:15])[N:16]([c:17]2[cH:18][n:19][c:20]([CH:30]=[CH:31][c:32]3[cH:33][cH:34][cH:35][cH:36][cH:37]3)[cH:21][c:22]2-[c:23]2[c:24]([CH3:29])[cH:25][cH:26][cH:27][cH:28]2)[CH3:38])([CH3:39])[CH3:40])[cH:6][c:7]([C:9]([F:10])([F:11])[F:12])[cH:8]1)([F:41])[F:42]. As a reaction SMILES: [CH2:1]([c:2]1[cH:3][cH:4][cH:5][cH:6][cH:7]1)[O:8][C:9](=[O:10])[CH2:11][C:12]1([CH2:18][C:19](=[O:20])[OH:21])[CH2:13][CH2:14][CH2:15][CH2:16][CH2:17]1.[CH3:22][OH:23].[O:24]1[CH2:25][CH2:26][CH2:27][CH2:28]1>>[CH2:1]([c:2]1[cH:3][cH:4][cH:5][cH:6][cH:7]1)[O:8][C:9](=[O:10])[CH2:11][C:12]1([CH2:18][CH2:19][OH:20])[CH2:13][CH2:14][CH2:15][CH2:16][CH2:17]1. Reactants: O=C(O)CC1(CC(=O)OCc2ccccc2)CCCCC1, CO, C1CCOC1. Yields the product O=C(CC1(CCO)CCCCC1)OCc1ccccc1. Reactants: BrC(C)C (2-bromopropane), OC(C(C)C)[C@@H]1CC[C@H](CC1)C(C)(C)C (trans-1-(1-hydroxy-2-methylprop-1-yl)-4-t-butylcyclohexane). Product: OC(C(C)C)C1CCC(CC1)C(C)(C)C (1-(α-Hydroxy-2-methylprop-1-yl)-4-t-butylcyclohexane). Yield: 73.0%. RXN SMILES: BrC(C)C.[OH:5][CH:6]([C@H:10]1[CH2:15][CH2:14][C@H:13]([C:16]([CH3:19])([CH3:18])[CH3:17])[CH2:12][CH2:11]1)[CH:7]([CH3:9])[CH3:8]>>[OH:5][CH:6]([CH:10]1[CH2:11][CH2:12][CH:13]([C:16]([CH3:18])([CH3:17])[CH3:19])[CH2:14][CH2:15]1)[CH:7]([CH3:9])[CH3:8]. Procedure: This compound was similarly prepared using 2-bromopropane. Distillation of the product yielded a 1:1 mixture of cis and trans-1-(1-hydroxy-2-methylprop-1-yl)-4-t-butylcyclohexane; 77 g, 73% yield; bp 98-110 (3 mm); mol wt 212 (ms); nmr, 0.82 (15 H,s, t-butyl and isopropyl methyl H), 3.0-3.8 (1H, broad, αH); ir, 3360, 1360, 1110, 1000, 980. Reactants: ( f ), C(C=C)OC1=CC=C(CCl)C=C1 (4-allyloxybenzyl chloride), COC(CC1=CC(=C(C=C1)O)Cl)=O (methyl-3-chloro-4-hydroxy-phenylacetate). Solvent: C(C)(=O)OCC (ethyl acetate). Product: ClC=1C=C(C=CC1OCC1=CC=C(C=C1)OCC=C)CC(=O)O (3-chloro-4-(4'-allyloxybenzyloxy) phenylacetic acid). Isolated yield 49.6%. Reaction SMILES: [CH2:1]([O:4][C:5]1[CH:12]=[CH:11][C:8]([CH2:9]Cl)=[CH:7][CH:6]=1)[CH:2]=[CH2:3].C[O:14][C:15](=[O:25])[CH2:16][C:17]1[CH:22]=[CH:21][C:20]([OH:23])=[C:19]([Cl:24])[CH:18]=1>C(OCC)(=O)C>[Cl:24][C:19]1[CH:18]=[C:17]([CH2:16][C:15]([OH:14])=[O:25])[CH:22]=[CH:21][C:20]=1[O:23][CH2:9][C:8]1[CH:11]=[CH:12][C:5]([O:4][CH2:1][CH:2]=[CH2:3])=[CH:6][CH:7]=1. Procedure details: The noted compound was prepared in accordance with the procedure described in section (f) from 4-allyloxybenzyl chloride and methyl-3-chloro-4-hydroxy-phenylacetate in 49.6% yield, m.p. 106°-107° C. (ethyl acetate).